Dataset: the Open Reaction Database (ORD), a public repository of structured organic reaction records. Task: describe an organic reaction: reactants, conditions, products, and yield RXN SMILES: [Br:13][CH2:14][CH2:15][Br:16].[C:1](#[N:2])[CH2:3][c:4]1[cH:5][cH:6][c:7]([C:8](=[O:9])[OH:10])[cH:11][cH:12]1.[CH2:19]([N+:20]([CH2:21][CH3:22])([CH2:23][CH3:24])[CH2:25][CH3:26])[c:27]1[cH:28][cH:29][cH:30][cH:31][cH:32]1.[Cl-:18].[ClH:17].[Na+:34].[OH-:33]>>[C:1](#[N:2])[C:3]1([c:4]2[cH:5][cH:6][c:7]([C:8](=[O:9])[OH:10])[cH:11][cH:12]2)[CH2:14][CH2:15]1. Product: N#CC1(c2ccc(C(=O)O)cc2)CC1. Reactants: BrCCBr, N#CCc1ccc(C(=O)O)cc1, CC[N+](CC)(CC)Cc1ccccc1, [Cl-], Cl, [Na+], [OH-]. Reactants: N1=CC=CC2=CC=CC(=C12)S(=O)(=O)O (8-quinolinesulfonic acid), P(Cl)(Cl)(Cl)(Cl)Cl (phosphorous pentachloride). Reaction conditions: temperature 140 celsius. Product: N1=CC=CC2=CC=CC(=C12)S(=O)(=O)Cl (8-quinolinesulfonyl chloride). RXN SMILES: [N:1]1[C:10]2[C:5](=[CH:6][CH:7]=[CH:8][C:9]=2[S:11]([OH:14])(=O)=[O:12])[CH:4]=[CH:3][CH:2]=1.P(Cl)(Cl)(Cl)(Cl)[Cl:16]>>[N:1]1[C:10]2[C:5](=[CH:6][CH:7]=[CH:8][C:9]=2[S:11]([Cl:16])(=[O:14])=[O:12])[CH:4]=[CH:3][CH:2]=1. Reported procedure: Equal quantities by weight of 8-quinolinesulfonic acid and phosphorous pentachloride were ground together in a mortar. This mixture was then refluxed at approximately 140° C. for 3 hours after which work-up of the reaction mixture gave 8-quinolinesulfonyl chloride. The reactants are FC1=C(C(=O)C(C(=O)OCC)=CNC2CC2)C=C(C(=C1C)F)F (ethyl 2-(2,4,5-trifluoro-3-methylbenzoyl)-3-cyclopropylaminoacrylate), [F-].[Na+] (sodium fluoride), ice water. Run in CN(C)C=O (DMF). Reaction conditions: time 6 hour. Yields the product C1(CC1)N1C=C(C(C2=CC(=C(C(=C12)C)F)F)=O)C(=O)OCC (Ethyl 1-cyclopropyl-6,7-difluoro-1,4-dihydro-8-methyl-4-oxo-3-quinolinecarboxylate). The yield is 78.1%. As a reaction SMILES: F[C:2]1[C:20]([CH3:21])=[C:19]([F:22])[C:18]([F:23])=[CH:17][C:3]=1[C:4]([C:6](=[CH:12][NH:13][CH:14]1[CH2:16][CH2:15]1)[C:7]([O:9][CH2:10][CH3:11])=[O:8])=[O:5].[F-].[Na+]>CN(C=O)C>[CH:14]1([N:13]2[C:2]3[C:3](=[CH:17][C:18]([F:23])=[C:19]([F:22])[C:20]=3[CH3:21])[C:4](=[O:5])[C:6]([C:7]([O:9][CH2:10][CH3:11])=[O:8])=[CH:12]2)[CH2:16][CH2:15]1 |f:1.2|. Reported procedure: A mixture of ethyl 2-(2,4,5-trifluoro-3-methylbenzoyl)-3-cyclopropylaminoacrylate (300 mg) and sodium fluoride (70 mg) in anhydrous DMF (2 ml) was stirred at 130° to 140° C. for 6 hours. To the reacting mixture was added ice-water (3 ml), the resulting precipitate was collected by filtration, washed with water and recrystallized from methanol to give the title compound (220 mg) as white needles, mp 220°-221° C. RXN SMILES: CCN=C=NCCCN(C)C.[NH2:12][CH2:13][C:14]1[CH:19]=[CH:18][C:17]([CH2:20][CH2:21][OH:22])=[CH:16][CH:15]=1.[Cl:23][C:24]1[CH:32]=[N:31][CH:30]=[C:29]([Cl:33])[C:25]=1[C:26](O)=[O:27].ON1C2C=CC=CC=2N=N1.CN1CCOCC1>CN(C=O)C>[Cl:23][C:24]1[CH:32]=[N:31][CH:30]=[C:29]([Cl:33])[C:25]=1[C:26]([NH:12][CH2:13][C:14]1[CH:19]=[CH:18][C:17]([CH2:20][CH2:21][OH:22])=[CH:16][CH:15]=1)=[O:27]. The reactants are NCC1=CC=C(C=C1)CCO (2-(4-Aminomethyl-phenyl)-ethanol), ClC1=C(C(=O)O)C(=CN=C1)Cl (3,5-dichloroisonicotinic acid), ON1N=NC2=C1C=CC=C2 (1-hydroxybenzotriazole), CN1CCOCC1 (4-methyl morpholine), CCN=C=NCCCN(C)C (EDCI), CCN=C=NCCCN(C)C (EDCI). The yield is 44.1%. Yields the product ClC1=C(C(=O)NCC2=CC=C(C=C2)CCO)C(=CN=C1)Cl (3,5-Dichloro-N-[4-(2-hydroxy-ethyl)-benzyl]-isonicotinamide). Procedure: Using the EDCI coupling general procedure F: Reaction of 2-(4-Aminomethyl-phenyl)-ethanol (306 mg, 2.03 mmol), 3,5-dichloroisonicotinic acid (385 mg, 2.03 mmol), 1-hydroxybenzotriazole (301 mg, 2.22 mmol), 4-methyl morpholine (0.50 mL, 4.45 mmol), and EDCI (426 mg, 2.22 mmol) in anhydrous DMF (5 mL) overnight at room temperature and overnight at 40° C. followed by column chromatography on silica gel (2:2:96 MeOH—NH4OH—CH2Cl2) gave the title compound (291 mg, 44%) as a white foam. Run in CN(C)C=O (DMF). Reactants: ClCCCl, ClCCl, COC(=O)CCCCCCC(=O)O, CCN(C(C)C)C(C)C, Cl, Cl, CC(C)Oc1ccc(Cl)cc1C(=O)CN, On1nnc2ccccc21. As a reaction SMILES: [CH2:10]([Cl:11])[CH2:12][Cl:13].[CH2:54]([Cl:55])[Cl:56].[CH3:25][O:26][C:27]([CH2:28][CH2:29][CH2:30][CH2:31][CH2:32][CH2:33][C:34](=[O:35])[OH:36])=[O:37].[CH:1]([N:2]([CH:3]([CH3:4])[CH3:5])[CH2:6][CH3:7])([CH3:8])[CH3:9].[ClH:14].[ClH:38].[NH2:39][CH2:40][C:41](=[O:42])[c:43]1[c:44]([O:50][CH:51]([CH3:52])[CH3:53])[cH:45][cH:46][c:47]([Cl:49])[cH:48]1.[OH:15][n:16]1[c:17]2[c:18]([cH:19][cH:20][cH:21][cH:22]2)[n:23][n:24]1>>[CH3:25][O:26][C:27]([CH2:28][CH2:29][CH2:30][CH2:31][CH2:32][CH2:33][C:34](=[O:36])[NH:39][CH2:40][C:41](=[O:42])[c:43]1[c:44]([O:50][CH:51]([CH3:52])[CH3:53])[cH:45][cH:46][c:47]([Cl:49])[cH:48]1)=[O:37]. Yields the product COC(=O)CCCCCCC(=O)NCC(=O)c1cc(Cl)ccc1OC(C)C. Reactants: C(C)(=O)OCC (ethyl acetate), BrC1=NC=CC(=C1)C (2-bromo-4-methyl-pyridine), C([O-])([O-])=O.[Cs+].[Cs+] (cesium carbonate), FC(C=1C=C(CN(C2=NC=C(C=N2)OCCCC(=O)OCC)CC2=C(C=CC(=C2)C(F)(F)F)B2OC(C(O2)(C)C)(C)C)C=C(C1)C(F)(F)F)(F)F (Ethyl 4-(2-{(3,5-bis-trifluoromethyl-benzyl)-[2-(4,4,5,5-tetramethyl-[1,3,2]dioxaborolan-2-yl)-5-trifluoromethyl-benzyl]-amino}-pyrimidin-5-yloxy)-butyrate). The solvent is O (water), O1CCOCC1 (1,4-dioxane). Reaction conditions: temperature 80 celsius, time 5 day. The product is FC(C=1C=C(CN(C2=NC=C(C=N2)OCCCC(=O)OCC)CC2=C(C=CC(=C2)C(F)(F)F)C2=NC=CC(=C2)C)C=C(C1)C(F)(F)F)(F)F (ethyl 4-(2-{(3,5-bis-trifluoromethyl-benzyl)-[2-(4-methyl-pyridin-2-yl)-5-trifluoromethyl-benzyl]-amino}-pyrimidin-5-yloxy)-butyrate). Isolated yield 44.6%. As a reaction SMILES: [F:1][C:2]([F:51])([F:50])[C:3]1[CH:4]=[C:5]([CH:43]=[C:44]([C:46]([F:49])([F:48])[F:47])[CH:45]=1)[CH2:6][N:7]([CH2:23][C:24]1[CH:29]=[C:28]([C:30]([F:33])([F:32])[F:31])[CH:27]=[CH:26][C:25]=1B1OC(C)(C)C(C)(C)O1)[C:8]1[N:13]=[CH:12][C:11]([O:14][CH2:15][CH2:16][CH2:17][C:18]([O:20][CH2:21][CH3:22])=[O:19])=[CH:10][N:9]=1.Br[C:53]1[CH:58]=[C:57]([CH3:59])[CH:56]=[CH:55][N:54]=1.C(=O)([O-])[O-].[Cs+].[Cs+].C(OCC)(=O)C>O1CCOCC1.O>[F:49][C:46]([F:47])([F:48])[C:44]1[CH:43]=[C:5]([CH:4]=[C:3]([C:2]([F:1])([F:50])[F:51])[CH:45]=1)[CH2:6][N:7]([CH2:23][C:24]1[CH:29]=[C:28]([C:30]([F:33])([F:32])[F:31])[CH:27]=[CH:26][C:25]=1[C:53]1[CH:58]=[C:57]([CH3:59])[CH:56]=[CH:55][N:54]=1)[C:8]1[N:9]=[CH:10][C:11]([O:14][CH2:15][CH2:16][CH2:17][C:18]([O:20][CH2:21][CH3:22])=[O:19])=[CH:12][N:13]=1 |f:2.3.4|. Procedure: Ethyl 4-(2-{(3,5-bis-trifluoromethyl-benzyl)-[2-(4,4,5,5-tetramethyl-[1,3,2]dioxaborolan-2-yl)-5-trifluoromethyl-benzyl]-amino}-pyrimidin-5-yloxy)-butyrate (200 mg) is dissolved in 1,4-dioxane (4 ml) and thereto are added 2-bromo-4-methyl-pyridine (70 mg), [1,1′-bis(diphenylphosphino)ferrocene]dichloropalladium dichloromethane complex (22 mg) and cesium carbonate (133 mg), and the mixture is stirred under nitrogen atmosphere at 80° C. for 5 days. The reaction solution is cooled to room temperatu... Reactants: CC(=C1C=CC=C1)CCC (6-methyl-6-propylfulvene), C[Li] (methyllithium). The solvent is CCOCC (ether), O (water), C1CCOC1 (THF), CCOCC (ether). The product is CC(CCC)(C)C1=CC=CC1 ((1,1-dimethylbutyl)cyclopentadiene). The yield is 82.0%. RXN SMILES: [CH3:1][C:2]([CH2:8][CH2:9][CH3:10])=[C:3]1[CH:7]=[CH:6][CH:5]=[CH:4]1.[CH3:11][Li]>C1COCC1.CCOCC.O>[CH3:1][C:2]([C:3]1[CH2:7][CH:6]=[CH:5][CH:4]=1)([CH3:11])[CH2:8][CH2:9][CH3:10]. Procedure: To a solution of 7.00 g (52.2 mmol) of 6-methyl-6-propylfulvene in 40 ml of THF, 50.3 ml (57.3 mmol) of an ether solution of methyllithium was dropwise added in a nitrogen atmosphere with ice cooling, followed by stirring at room temperature for one night. After the reaction solution was diluted with 100 ml of ether, 30 ml of water was added. The separated organic phase was washed with water and a saturated saline solution, then dried over magnesium sulfate and filtered.° From the filtrate, the ... The reactants are CC1(OCCO1)C1=CC=C(O1)CN1N=C(C=C1)N (1-[5-(2-methyl-[1,3]dioxolan-2-yl)-furan-2-ylmethyl]-1H-pyrazol-3-ylamine), C(C)(C)(C)OC(=O)C=1C=C(C=CC1)C1=C(N=CO1)C(=O)O (5-(3-tert-butoxycarbonyl-phenyl)-oxazole-4-carboxylic acid). Yields the product C(C)(C)(C)OC(C1=CC(=CC=C1)C1=C(N=CO1)C(NC1=NN(C=C1)CC=1OC(=CC1)C(C)=O)=O)=O (3-{4-[1-(5-Acetyl-furan-2-ylmethyl)-1H-pyrazol-3-ylcarbamoyl]-oxazol-5-yl}-benzoic acid tert-butyl ester). As a reaction SMILES: [CH3:1][C:2]1([C:7]2[O:11][C:10]([CH2:12][N:13]3[CH:17]=[CH:16][C:15]([NH2:18])=[N:14]3)=[CH:9][CH:8]=2)[O:6]CCO1.[C:19]([O:23][C:24]([C:26]1[CH:27]=[C:28]([C:32]2[O:36][CH:35]=[N:34][C:33]=2[C:37](O)=[O:38])[CH:29]=[CH:30][CH:31]=1)=[O:25])([CH3:22])([CH3:21])[CH3:20]>>[C:19]([O:23][C:24](=[O:25])[C:26]1[CH:31]=[CH:30][CH:29]=[C:28]([C:32]2[O:36][CH:35]=[N:34][C:33]=2[C:37](=[O:38])[NH:18][C:15]2[CH:16]=[CH:17][N:13]([CH2:12][C:10]3[O:11][C:7]([C:2](=[O:6])[CH3:1])=[CH:8][CH:9]=3)[N:14]=2)[CH:27]=1)([CH3:22])([CH3:20])[CH3:21]. Procedure details: Following general procedure B followed by C, starting from 1-[5-(2-methyl-[1,3]dioxolan-2-yl)-furan-2-ylmethyl]-1H-pyrazol-3-ylamine and 5-(3-tert-butoxycarbonyl-phenyl)-oxazole-4-carboxylic acid. LC-MS-conditions 02: tR=1.09 min; [M+H]+=477.45. Reactants: C12(CC3CC(CC(C1)C3)C2)OCCO (2-(1-adamantyloxy) ethanol), COC(C(C1=CC=C(C=C1)O)=O)=O (4-hydroxy-alpha-oxobenzeneacetic acid methyl ester), S(=O)(=O)([O-])C1=CC=C(C)C=C1 (tosylate), [H-].[Na+] (sodium hydride). Run in CN(C=O)C (dimethylformamide). Conditions: temperature 60 celsius, time 15 minute. Yields the product O=C(C(=O)O)C1=CC=C(C=C1)OCCOC12CC3CC(CC(C1)C3)C2 (alpha-oxo-4-[[2-[tricyclo(3.3.1.1-3,7)dec-1-yloxy]ethyl]oxy]benzeneacetic acid). Yield: 55.6%. RXN SMILES: C[O:2][C:3](=[O:13])[C:4](=[O:12])[C:5]1[CH:10]=[CH:9][C:8]([OH:11])=[CH:7][CH:6]=1.[H-].[Na+].S(C1C=CC(C)=CC=1)([O-])(=O)=O.[C:27]12([O:37][CH2:38][CH2:39]O)[CH2:36][CH:31]3[CH2:32][CH:33]([CH2:35][CH:29]([CH2:30]3)[CH2:28]1)[CH2:34]2>CN(C)C=O>[O:12]=[C:4]([C:5]1[CH:10]=[CH:9][C:8]([O:11][CH2:39][CH2:38][O:37][C:27]23[CH2:36][CH:31]4[CH2:32][CH:33]([CH2:35][CH:29]([CH2:30]4)[CH2:28]2)[CH2:34]3)=[CH:7][CH:6]=1)[C:3]([OH:2])=[O:13] |f:1.2|. Reported procedure: A stirred mixture of 4-hydroxy-alpha-oxobenzeneacetic acid methyl ester (0.724 g) in dimethylformamide (10 mL) under argon was treated with 55% sodium hydride (0.175 g), stirred for 15 minutes and treated with the tosylate prepared from 2-(1-adamantyloxy) ethanol (1.5 g). The mixture was heated at 60° C. overnight and worked up as in Example 20. The material from dichloromethane extraction was purified by HPLC (dichloromethane-hexane-ethyl acetate; 80:20:2) and crystallized from diethyl ether-he... The reactants are N1C(=CC2=CC=CC=C12)SC(C(=O)O)(C)C1=CC=CC=C1 (2-(1H-indol-2-yl)thio-2-phenylpropionic acid), N(=NC(=O)OCC)C(=O)OCC (diethyl azodicarboxylate), C(C1=CC=CC=C1)O (benzyl alcohol), C1(=CC=CC=C1)P(C1=CC=CC=C1)C1=CC=CC=C1 (triphenylphoshine). The solvent is O1CCCC1 (tetrahydrofuran), O1CCCC1 (tetrahydrofuran). Run at time 8 hour. Yields the product N1C(=CC2=CC=CC=C12)SC(C(=O)OCC1=CC=CC=C1)(C)C1=CC=CC=C1 (Benzyl 2-(1H-indol-2-yl)thio-2-phenylpropionate). The yield is 70.1%. As a reaction SMILES: [NH:1]1[C:9]2[C:4](=[CH:5][CH:6]=[CH:7][CH:8]=2)[CH:3]=[C:2]1[S:10][C:11]([C:16]1[CH:21]=[CH:20][CH:19]=[CH:18][CH:17]=1)([CH3:15])[C:12]([OH:14])=[O:13].N(C(OCC)=O)=NC(OCC)=O.[CH2:34](O)[C:35]1[CH:40]=[CH:39][CH:38]=[CH:37][CH:36]=1.C1(P(C2C=CC=CC=2)C2C=CC=CC=2)C=CC=CC=1>O1CCCC1>[NH:1]1[C:9]2[C:4](=[CH:5][CH:6]=[CH:7][CH:8]=2)[CH:3]=[C:2]1[S:10][C:11]([C:16]1[CH:21]=[CH:20][CH:19]=[CH:18][CH:17]=1)([CH3:15])[C:12]([O:14][CH2:34][C:35]1[CH:40]=[CH:39][CH:38]=[CH:37][CH:36]=1)=[O:13]. Reported procedure: To a solution (5 ml) of 2-(1H-indol-2-yl)thio-2-phenylpropionic acid (1.5 g) and diethyl azodicarboxylate (0.96 g) in anhydrous tetrahydrofuran, a solution (5 ml) of benzyl alcohol (0.81 g) and triphenylphoshine (1.44 g) in anhydrous tetrahydrofuran was added dropwise under an argon atmosphere, and the mixture was stirred at room temperature overnight. The solvent was evaporated off under reduced pressure. Benzene was added to the residue, and deposited crystalline matter was filtered and the so...